Task: describe an organic reaction: reactants, conditions, products, and yield. Dataset: the Open Reaction Database (ORD), a public repository of structured organic reaction records The reactants are COc1ccc(C(C)=O)c(N)c1, O=P(Cl)(Cl)Cl, c1ccncc1, O=Cc1nccs1. The product is COc1ccc(C(C)=O)c(NC(=O)c2nccs2)c1. As a reaction SMILES: [NH2:8][c:9]1[c:10]([C:17]([CH3:18])=[O:19])[cH:11][cH:12][c:13]([O:15][CH3:16])[cH:14]1.[P:20]([Cl:21])([Cl:22])([Cl:23])=[O:24].[cH:25]1[cH:26][cH:27][n:28][cH:29][cH:30]1.[s:1]1[c:2]([CH:6]=[O:7])[n:3][cH:4][cH:5]1>>[s:1]1[c:2]([C:6](=[O:7])[NH:8][c:9]2[c:10]([C:17]([CH3:18])=[O:19])[cH:11][cH:12][c:13]([O:15][CH3:16])[cH:14]2)[n:3][cH:4][cH:5]1. Reactants: ClC1=CC=C(C=C1)N1C(=NC2=CC=CC=C2C1=O)C1=CC(=C(C=C1)[N+](=O)[O-])\C=C\N(C)C ((E)-3-(4-chlorophenyl)-2-(3-(2-(dimethylamino)vinyl)-4-nitrophenyl)quinazolin-4(3H)-one), [OH-].[Na+] (NaOH). Reagents/catalysts: [Zn] (Zn). The solvent is CC(=O)O (AcOH). Product: ClC1=CC=C(C=C1)N1C(=NC2=CC=CC=C2C1=O)C=1C=C2C=CNC2=CC1 (3-(4-chlorophenyl)-2-(1H-indol-5-yl)quinazolin-4(3H)-one). The yield is 39.0%. As a reaction SMILES: [Cl:1][C:2]1[CH:7]=[CH:6][C:5]([N:8]2[C:17](=[O:18])[C:16]3[C:11](=[CH:12][CH:13]=[CH:14][CH:15]=3)[N:10]=[C:9]2[C:19]2[CH:24]=[CH:23][C:22]([N+]([O-])=O)=[C:21](/[CH:28]=[CH:29]/[N:30](C)C)[CH:20]=2)=[CH:4][CH:3]=1.[OH-].[Na+]>CC(O)=O.[Zn]>[Cl:1][C:2]1[CH:3]=[CH:4][C:5]([N:8]2[C:17](=[O:18])[C:16]3[C:11](=[CH:12][CH:13]=[CH:14][CH:15]=3)[N:10]=[C:9]2[C:19]2[CH:20]=[C:21]3[C:22](=[CH:23][CH:24]=2)[NH:30][CH:29]=[CH:28]3)=[CH:6][CH:7]=1 |f:1.2|. Reported procedure: Zn dust (0.220 g, 3.35 mmol) was added to a solution of (E)-3-(4-chlorophenyl)-2-(3-(2-(dimethylamino)vinyl)-4-nitrophenyl)quinazolin-4(3H)-one in AcOH (15 mL). After heating and stirring at reflux temperature for 4 hours, the mixture was basified with 1N NaOH and extracted with EtOAc. The organics were washed with brine, dried (Na2SO4), filtered, and concentrated in vacuo. Purification by flash chromatography on silica gel, eluting with 20% to 90% EtOAc in heptane, afford the title compound as ...